This data is from the Open Reaction Database (ORD), a public repository of structured organic reaction records. The task is: describe an organic reaction: reactants, conditions, products, and yield Reactants: CO, O=[N+]([O-])c1ccc(OCc2cccc(F)c2)c(Cl)c1. The product is Nc1ccc(OCc2cccc(F)c2)c(Cl)c1. Reaction SMILES: [CH3:20][OH:21].[Cl:1][c:2]1[c:3]([O:11][CH2:12][c:13]2[cH:14][c:15]([F:19])[cH:16][cH:17][cH:18]2)[cH:4][cH:5][c:6]([N+:8]([O-:9])=[O:10])[cH:7]1>>[Cl:1][c:2]1[c:3]([O:11][CH2:12][c:13]2[cH:14][c:15]([F:19])[cH:16][cH:17][cH:18]2)[cH:4][cH:5][c:6]([NH2:8])[cH:7]1. Reactants: CS(=O)(=O)O, CC(C)O, COc1cc2ncnc(Nc3cccc(Cl)c3F)c2cc1OC1CCN(C(=O)CO)CC1, O. Yields the product CS(=O)(=O)O, COc1cc2ncnc(Nc3cccc(Cl)c3F)c2cc1OC1CCN(C(=O)CO)CC1. Reaction SMILES: [CH3:1][S:2]([OH:3])(=[O:4])=[O:5].[CH:39]([OH:40])([CH3:41])[CH3:42].[Cl:6][c:7]1[c:8]([F:37])[c:9]([NH:10][c:11]2[n:12][cH:13][n:14][c:15]3[cH:16][c:17]([O:32][CH3:33])[c:18]([O:21][CH:22]4[CH2:23][CH2:24][N:25]([C:28]([CH2:29][OH:30])=[O:31])[CH2:26][CH2:27]4)[cH:19][c:20]23)[cH:34][cH:35][cH:36]1.[OH2:38]>>[CH3:1][S:2](=[O:3])(=[O:4])[OH:5].[Cl:6][c:7]1[c:8]([F:37])[c:9]([NH:10][c:11]2[n:12][cH:13][n:14][c:15]3[cH:16][c:17]([O:32][CH3:33])[c:18]([O:21][CH:22]4[CH2:23][CH2:24][N:25]([C:28]([CH2:29][OH:30])=[O:31])[CH2:26][CH2:27]4)[cH:19][c:20]23)[cH:34][cH:35][cH:36]1. Reactants: N(N)C1=NC=CC=C1 (2-Hydrazinylpyridine), COC=CC#N (3-methoxyacrylonitrile), [O-]CC.[Na+] (sodium ethoxide). The solvent is C(C)O (ethanol). Reaction conditions: temperature 80 celsius, time 2 hour. Yields the product N1=C(C=CC=C1)N1N=C(C=C1)N (1-(pyridin-2-yl)-1H-pyrazol-3-amine). RXN SMILES: [NH:1]([C:3]1[CH:8]=[CH:7][CH:6]=[CH:5][N:4]=1)[NH2:2].CO[CH:11]=[CH:12][C:13]#[N:14].[O-]CC.[Na+]>C(O)C>[N:4]1[CH:5]=[CH:6][CH:7]=[CH:8][C:3]=1[N:1]1[CH:11]=[CH:12][C:13]([NH2:14])=[N:2]1 |f:2.3|. Reported procedure: 2-Hydrazinylpyridine (100 mg, 0.92 mmol), 3-methoxyacrylonitrile (0.077 mL, 0.92 mmol) and sodium ethoxide (62 mg, 0.92 mmol) were dissolved in ethanol (4.5 mL) and stirred at 80° C. for 2 hours. The reaction mixture was cooled to room temperature, concentrated under reduced pressure, and purified by silica gel chromatography (ethyl acetate/hexanes, linear gradient) to afford 1-(pyridin-2-yl)-1H-pyrazol-3-amine. The purified material contained impurities and was used without further purification... The reactants are CSc1ncc2ccc(Br)n2n1, CCO, Cl, Nc1ccccc1B(O)O, [Na+], [Na+], O=C([O-])[O-], C1CCOC1, O, c1ccc(P(c2ccccc2)(c2ccccc2)[Pd](P(c2ccccc2)(c2ccccc2)c2ccccc2)(P(c2ccccc2)(c2ccccc2)c2ccccc2)P(c2ccccc2)(c2ccccc2)c2ccccc2)cc1. Yields the product CSc1ncc2ccc(-c3ccccc3N)n2n1. As a reaction SMILES: [Br:1][c:2]1[cH:3][cH:4][c:5]2[cH:6][n:7][c:8]([S:11][CH3:12])[n:9][n:10]12.[CH3:31][CH2:32][OH:33].[ClH:30].[NH2:13][c:14]1[c:15]([B:20]([OH:21])[OH:22])[cH:16][cH:17][cH:18][cH:19]1.[Na+:23].[Na+:24].[O-:25][C:26](=[O:27])[O-:28].[O:111]1[CH2:112][CH2:113][CH2:114][CH2:115]1.[OH2:29].[cH:34]1[cH:35][cH:36][c:37]([P:38]([Pd:39]([P:40]([c:41]2[cH:42][cH:43][cH:44][cH:45][cH:46]2)([c:47]2[cH:48][cH:49][cH:50][cH:51][cH:52]2)[c:53]2[cH:54][cH:55][cH:56][cH:57][cH:58]2)([P:59]([c:60]2[cH:61][cH:62][cH:63][cH:64][cH:65]2)([c:66]2[cH:67][cH:68][cH:69][cH:70][cH:71]2)[c:72]2[cH:73][cH:74][cH:75][cH:76][cH:77]2)[P:78]([c:79]2[cH:80][cH:81][cH:82][cH:83][cH:84]2)([c:85]2[cH:86][cH:87][cH:88][cH:89][cH:90]2)[c:91]2[cH:92][cH:93][cH:94][cH:95][cH:96]2)([c:97]2[cH:98][cH:99][cH:100][cH:101][cH:102]2)[c:103]2[cH:104][cH:105][cH:106][cH:107][cH:108]2)[cH:109][cH:110]1>>[c:2]1(-[c:15]2[c:14]([NH2:13])[cH:19][cH:18][cH:17][cH:16]2)[cH:3][cH:4][c:5]2[cH:6][n:7][c:8]([S:11][CH3:12])[n:9][n:10]12. Starting materials: [N+](=O)([O-])C1=C(C=CC(=C1)C(F)(F)F)NC1=CC=C(OC(C(=O)OC)COC)C=C1 (methyl 2-(4-(2-nitro-4-(trifluoromethyl)phenylamino)phenoxy)-3-methoxypropionate), [H][H] (hydrogen). Run in O1CCCC1 (tetrahydrofuran). Yields the product NC1=C(C=CC(=C1)C(F)(F)F)NC1=CC=C(OC(C(=O)OC)COC)C=C1 (methyl 2-(4-(2-amino-4-(trifluoromethyl)phenylamino)phenoxy)-3-methoxypropionate). As a reaction SMILES: [N+:1]([C:4]1[CH:9]=[C:8]([C:10]([F:13])([F:12])[F:11])[CH:7]=[CH:6][C:5]=1[NH:14][C:15]1[CH:29]=[CH:28][C:18]([O:19][CH:20]([CH2:25][O:26][CH3:27])[C:21]([O:23][CH3:24])=[O:22])=[CH:17][CH:16]=1)([O-])=O.[H][H]>O1CCCC1>[NH2:1][C:4]1[CH:9]=[C:8]([C:10]([F:13])([F:12])[F:11])[CH:7]=[CH:6][C:5]=1[NH:14][C:15]1[CH:16]=[CH:17][C:18]([O:19][CH:20]([CH2:25][O:26][CH3:27])[C:21]([O:23][CH3:24])=[O:22])=[CH:28][CH:29]=1. Procedure: A solution of 17 g of 10B in 100 ml of tetrahydrofuran was treated with hydrogen (40 psi hydrogen pressure, Parr-shaker, 10% palladium-on-charcoal catalyst) to give methyl 2-(4-(2-amino-4-(trifluoromethyl)phenylamino)phenoxy)-3-methoxypropionate (10C), as an oil. Starting materials: C1(=CC=CC=C1)C (toluene), C([O-])(O)=O.[Na+] (sodium bicarbonate), ClC1=NC=CC=C1C(=O)NC(CCl)(C)C (2-chloro 3-(1,1-dimethyl 2-chloro-ethyl)aminocarbonylpyridine). Run in O (water). Yields the product ClC1=NC=CC=C1C=1OCC(N1)(C)C (2-chloro 3-(4,4-dimethyl 2-oxazolinyl)pyridine). As a reaction SMILES: C1(C)C=CC=CC=1.C(=O)(O)[O-].[Na+].[Cl:13][C:14]1[C:19]([C:20]([NH:22][C:23]([CH3:27])([CH3:26])[CH2:24]Cl)=[O:21])=[CH:18][CH:17]=[CH:16][N:15]=1>O>[Cl:13][C:14]1[C:19]([C:20]2[O:21][CH2:24][C:23]([CH3:27])([CH3:26])[N:22]=2)=[CH:18][CH:17]=[CH:16][N:15]=1 |f:1.2|. Reported procedure: 2 l of toluene and 155 g (1.84 mole) of sodium bicarbonate are then added to the solution of 2-chloro 3-(1,1-dimethyl 2-chloro-ethyl)aminocarbonylpyridine thus formed and the mixture is refluxed with vigorous stirring until the starting material has completely disappeared (10 to 15 H). The water formed by the reaction of the hydrochloric acid liberated with the sodium bicarbonate is collected in a separator, and the sodium chloride formed is filtered off and washed with toluene. The filtrate is ...